Dataset: the Open Reaction Database (ORD), a public repository of structured organic reaction records. Task: describe an organic reaction: reactants, conditions, products, and yield RXN SMILES: [C:1]1(=[O:11])[O:6][C:4](=[O:5])[C:3]2=[CH:7][CH:8]=[CH:9][CH:10]=[C:2]12.[NH3:12]>>[C:1]([OH:6])(=[O:11])[C:2]1[C:3](=[CH:7][CH:8]=[CH:9][CH:10]=1)[C:4]([NH2:12])=[O:5]. Yields the product C(C=1C(C(=O)N)=CC=CC1)(=O)O (Phthalamic acid). The reactants are C1(C=2C(C(=O)O1)=CC=CC2)=O (phthalic anhydride), 11, N (ammonia). Reported procedure: With vigorous stirring, concentrated ammonia solution (900 ml, S.G. 0.9) was treated portionwise with phthalic anhydride (600 g, 4.0 moles) over a period of 11/2 hrs. After the reaction mixture had cooled to room temperature, the precipitated ammonium phthalamate was filtered, then dissolved in the minimum of water. When this solution was acidified to pH 2, phthalamic acid began to crystalize, M.P. 132°-6°. Reactants: I.CSC(NC1=C(C=CC(=C1)C)N1CCOCC1)=NC (2-methyl-1-(5-methyl-2-morpholinophenyl)-3-methyl-2-thiopseudourea hydroiodide), C(CCC)N (n-butylamine), O.O.O.C(C)(=O)[O-].[Pb+2].C(C)(=O)[O-] (Lead acetate trihydrate). Solvent: C(C)O (ethanol). The product is C(CCC)NC(=NC1=C(C=CC(=C1)C)N1CCOCC1)NC (1-(n-butyl)-2-(5-methyl-2-morpholinophenyl)-3-methylguanidine). As a reaction SMILES: I.CS[C:4](=[N:19][CH3:20])[NH:5][C:6]1[CH:11]=[C:10]([CH3:12])[CH:9]=[CH:8][C:7]=1[N:13]1[CH2:18][CH2:17][O:16][CH2:15][CH2:14]1.[CH2:21]([NH2:25])[CH2:22][CH2:23][CH3:24].O.O.O.C([O-])(=O)C.[Pb+2].C([O-])(=O)C>C(O)C>[CH2:21]([NH:25][C:4]([NH:19][CH3:20])=[N:5][C:6]1[CH:11]=[C:10]([CH3:12])[CH:9]=[CH:8][C:7]=1[N:13]1[CH2:18][CH2:17][O:16][CH2:15][CH2:14]1)[CH2:22][CH2:23][CH3:24] |f:0.1,3.4.5.6.7.8|. Reported procedure: A mixture of 2-methyl-1-(5-methyl-2-morpholinophenyl)-3-methyl-2-thiopseudourea hydroiodide (12.2 g prepared as described in Example 227), n-butylamine (2.4 g) and ethanol (80 ml) was stored at ambient temperature for 4 months. Lead acetate trihydrate (9 g) was then added and the mixture heated under reflux for one hour to yield 1-(n-butyl)-2-(5-methyl-2-morpholinophenyl)-3-methylguanidine which was converted into its monofumarate salt (m.p. 150° C.) which was recrystallised from a 1:2 mixture o... Starting materials: O=C([O-])O, CCOC(C)(OCC)C(=O)c1c[nH]c2ncc(-c3cc(OC)c(OC)c(OC)c3)nc12, ClCCl, [Na+], O=C(O)CC(O)(CC(=O)O)C(=O)O, O=C(O)C(F)(F)F. Yields the product COc1cc(-c2cnc3[nH]cc(C(=O)C(C)=O)c3n2)cc(OC)c1OC. RXN SMILES: [C:52](=[O:53])([OH:54])[O-:55].[CH2:1]([O:3][C:4]([O:2][CH2:29][CH3:30])([C:5](=[O:6])[c:7]1[cH:8][nH:9][c:10]2[n:11][cH:12][c:13](-[c:16]3[cH:17][c:18]([O:26][CH3:27])[c:19]([O:24][CH3:25])[c:20]([O:22][CH3:23])[cH:21]3)[n:14][c:15]12)[CH3:28])[CH3:31].[Cl:57][CH2:58][Cl:59].[Na+:56].[OH:32][C:33]([CH2:34][C:35]([C:36](=[O:37])[OH:38])([CH2:39][C:40](=[O:41])[OH:42])[OH:43])=[O:44].[OH:45][C:46]([C:47]([F:48])([F:49])[F:50])=[O:51]>>[O:3]=[C:4]([C:5](=[O:6])[c:7]1[cH:8][nH:9][c:10]2[n:11][cH:12][c:13](-[c:16]3[cH:17][c:18]([O:26][CH3:27])[c:19]([O:24][CH3:25])[c:20]([O:22][CH3:23])[cH:21]3)[n:14][c:15]12)[CH3:28]. As a reaction SMILES: [Cl:1][C:2]1[CH:7]=[CH:6][C:5]([CH:8](N2C=NC=N2)[CH:9]([N:16]2[CH:20]=[N:19][CH:18]=[N:17]2)[C:10](=[O:15])[C:11]([CH3:14])([CH3:13])[CH3:12])=[CH:4][CH:3]=1>C(Cl)(Cl)Cl>[Cl:1][C:2]1[CH:7]=[CH:6][C:5]([CH:8]=[C:9]([N:16]2[CH:20]=[N:19][CH:18]=[N:17]2)[C:10](=[O:15])[C:11]([CH3:14])([CH3:13])[CH3:12])=[CH:4][CH:3]=1. Procedure details: 1-(4-Chlorophenyl)-4,4-dimethyl-1,2-bis(1,2,4-triazol-1-yl)-pentan-3-one (0.5 g) was heated at 180° C. for 1 hour and at 200° C. for 3 hours on an oil bath. After cooling, the mixture was dissolved in chloroform (50 ml), washed with water (50 ml) and concentrated to give yellow oily substance (0.37 g). Triazole (0.095 g; 99%) was recovered from the aqueous layer by concentration. The oily substance was analyzed by the gas-chromatography under the following conditions: The reactants are ClC1=CC=C(C=C1)C(C(C(C(C)(C)C)=O)N1N=CN=C1)N1N=CN=C1 (1-(4-Chlorophenyl)-4,4-dimethyl-1,2-bis(1,2,4-triazol-1-yl)-pentan-3-one). The product is ClC1=CC=C(C=C1)C=C(C(C(C)(C)C)=O)N1N=CN=C1 (1-(4-chlorophenyl)-4,4-dimethyl-2-(1,2,4-triazol-1-yl)-1-penten-3-one). Solvent: C(Cl)(Cl)Cl (chloroform). Starting materials: BrCC1=C(C=CC=C1)C1CCC(CC1)C(=O)C1CCC(CC1)C1=C(C=CC=C1)CBr (α-bromo-p-tolylcyclohexyl ketone), [C-]#N.[Na+] (sodium cyanide), O1CCOCC1 (dioxan). The solvent is O (water), O (water). The product is C1(CCCCC1)C(=O)C1=CC=C(C=C1)CC#N (4-cyclohexylcarbonylphenylacetonitrile). Reaction SMILES: BrC[C:3]1C=CC=C[C:4]=1[CH:9]1[CH2:14][CH2:13][CH:12]([C:15]([CH:17]2[CH2:22][CH2:21][CH:20](C3C=CC=CC=3CBr)[CH2:19][CH2:18]2)=[O:16])[CH2:11][CH2:10]1.[C-]#[N:32].[Na+].O1CCOCC1>O>[CH:17]1([C:15]([C:12]2[CH:13]=[CH:14][C:9]([CH2:4][C:3]#[N:32])=[CH:10][CH:11]=2)=[O:16])[CH2:22][CH2:21][CH2:20][CH2:19][CH2:18]1 |f:1.2|. Reported procedure: Crude α-bromo-p-tolylcyclohexyl ketone (17 g.), sodium cyanide (3 g.), dioxan (80 ml.) and water (20 ml.) were heated under reflux for 4 hours. The mixture when cold was poured into water and extracted with ether. Evaporation of the extracts followed by chromatography on silica gave a solid (1.5 g.) which was crystallised from light petroleum (b.p. 60°-80°) m.p. 102°-103°. Reactants: N1(CCC2(CC1)CN(CC1=CC=CC=C12)C(=O)OC(C)(C)C)C(=O)OC1C2CC3CC(CC1C3)C2 (2-Tert-butyl 1′-(2-adamantyl) 1H-spiro[isoquinoline-4,4′-piperidine]-1′,2(3H)-dicarboxylate). Solvent: C(=O)(C(F)(F)F)O.C(Cl)Cl (TFA CH2Cl2). Reaction conditions: time 30 minute. The product is N1(CCC2(CC1)CNCC1=CC=CC=C12)C(=O)OC1C2CC3CC(CC1C3)C2 (2-adamantyl 2,3-dihydro-1H-spiro[isoquinoline-4,4′-piperidine]-1′-carboxylate). Isolated yield 104.4%. As a reaction SMILES: [N:1]1([C:23]([O:25][CH:26]2[CH:33]3[CH2:34][CH:29]4[CH2:30][CH:31]([CH2:35][CH:27]2[CH2:28]4)[CH2:32]3)=[O:24])[CH2:6][CH2:5][C:4]2([C:15]3[C:10](=[CH:11][CH:12]=[CH:13][CH:14]=3)[CH2:9][N:8](C(OC(C)(C)C)=O)[CH2:7]2)[CH2:3][CH2:2]1>C(O)(C(F)(F)F)=O.C(Cl)Cl>[N:1]1([C:23]([O:25][CH:26]2[CH:27]3[CH2:35][CH:31]4[CH2:30][CH:29]([CH2:34][CH:33]2[CH2:32]4)[CH2:28]3)=[O:24])[CH2:6][CH2:5][C:4]2([C:15]3[C:10](=[CH:11][CH:12]=[CH:13][CH:14]=3)[CH2:9][NH:8][CH2:7]2)[CH2:3][CH2:2]1 |f:1.2|. Procedure: 2-Tert-butyl 1′-(2-adamantyl) 1H-spiro[isoquinoline-4,4′-piperidine]-1′,2(3H)-dicarboxylate (35 mg, 0.073 mmol) was dissolved in 1:2 TFA/CH2Cl2 (6 mL) and stirred for 30 min at rt. The mixture was concentrated to afford crude 2-adamantyl 2,3-dihydro-1H-spiro[isoquinoline-4,4′-piperidine]-1′-carboxylate (29 mg, quant). LC-MS Method 1 tR=1.48 min, m/z=381; 1H NMR (CD3OD) δ=7.52 (d, 1H), 7.38 (t, 1H), 7.28 (t, 1H), 7.21 (d, 1H), 4.85 (s, 1H), 4.38 (s, 2H), 4.19 (m, 2H), 3.68 (s, 2H), 3.28-3.01 (m, ...